From a dataset of the Open Reaction Database (ORD), a public repository of structured organic reaction records. describe an organic reaction: reactants, conditions, products, and yield As a reaction SMILES: [C:1]([O:5][N:6]=[C:7]1[C:16]2[C:11](=[CH:12][CH:13]=[C:14]([O:17][CH2:18][CH2:19][CH2:20]Cl)[CH:15]=2)[O:10][C:9]([C:22]2[N:27]=[CH:26][N:25]3[CH:28]=[CH:29][CH:30]=[C:24]3[CH:23]=2)=[CH:8]1)([CH3:4])([CH3:3])[CH3:2].C(=O)([O-])[O-].[K+].[K+].[I-].[K+].[F:39][C:40]1[CH:45]=[CH:44][C:43]([OH:46])=[CH:42][CH:41]=1>CC(=O)CC.O>[C:1]([O:5][N:6]=[C:7]1[C:16]2[C:11](=[CH:12][CH:13]=[C:14]([O:17][CH2:18][CH2:19][CH2:20][O:46][C:43]3[CH:44]=[CH:45][C:40]([F:39])=[CH:41][CH:42]=3)[CH:15]=2)[O:10][C:9]([C:22]2[N:27]=[CH:26][N:25]3[CH:28]=[CH:29][CH:30]=[C:24]3[CH:23]=2)=[CH:8]1)([CH3:4])([CH3:3])[CH3:2] |f:1.2.3,4.5|. Procedure: A mixture of 6-(3-chloro-propoxy)-2-pyrrolo[1,2-c]pyrimidin-3-yl-chromen-4-one O-tert-butyl-oxime (example 101A) (125 mg, 0.29 mmol), potassium carbonate (120 mg, 0.87 mmol), potassium iodide (48 mg, 0.29 mmol) and 4-fluorophenol (65 mg, 0.58 mmol), in butanone (3.5 ml) was heated in a sealed tube at 130° C. for 18 hours. The reaction mixture was diluted with water and extracted with ethyl acetate. The organic layers were washed with, brine, dried over sodium sulfate, filtered and concentrated. ... Reactants: C(C)(C)(C)ON=C1C=C(OC2=CC=C(C=C12)OCCCCl)C1=CC=2N(C=N1)C=CC2 (6-(3-chloro-propoxy)-2-pyrrolo[1,2-c]pyrimidin-3-yl-chromen-4-one O-tert-butyl-oxime), C([O-])([O-])=O.[K+].[K+] (potassium carbonate), [I-].[K+] (potassium iodide), FC1=CC=C(C=C1)O (4-fluorophenol). Run in CC(CC)=O (butanone), O (water). The product is C(C)(C)(C)ON=C1C=C(OC2=CC=C(C=C12)OCCCOC1=CC=C(C=C1)F)C1=CC=2N(C=N1)C=CC2 (6-[3-(4-Fluoro-phenoxy)-propoxy]-2-pyrrolo[1,2-c]pyrimidin-3-yl-chromen-4-one O-tert-butyl-oxime). The yield is 68.8%. The reactants are O=C(O)c1cccc(F)c1, C=[N+]=[N-]. Yields the product COC(=O)c1cccc(F)c1. Reaction SMILES: [F:1][c:2]1[cH:3][c:4]([C:5](=[O:6])[OH:7])[cH:8][cH:9][cH:10]1.[N+:11](=[N-:12])=[CH2:13]>>[F:1][c:2]1[cH:3][c:4]([C:5](=[O:6])[O:7][CH3:13])[cH:8][cH:9][cH:10]1. The reactants are SC1=NN=C(C(N1N)=O)C(C)(C)C (3-mercapto-4-amino-6-tert.-butyl-1,2,4-triazin-5-(4H)-one), CI (methyl iodide). Solvent: 11, [OH-].[Na+] (sodium hydroxide), CO (methanol). Reaction conditions: temperature 20 celsius, time 4 hour. Product: CSC1=NN=C(C(N1N)=O)C(C)(C)C (3-methylthio-4-amino-6-tert.-butyl-1,2,4-triazin-5(4H)-one). Yield: 82.0%. As a reaction SMILES: [SH:1][C:2]1[N:7]([NH2:8])[C:6](=[O:9])[C:5]([C:10]([CH3:13])([CH3:12])[CH3:11])=[N:4][N:3]=1.[CH3:14]I>[OH-].[Na+].CO>[CH3:14][S:1][C:2]1[N:7]([NH2:8])[C:6](=[O:9])[C:5]([C:10]([CH3:13])([CH3:12])[CH3:11])=[N:4][N:3]=1 |f:2.3|. Procedure details: 4 parts by weight of 3-mercapto-4-amino-6-tert.-butyl-1,2,4-triazin-5-(4H)-one are dissolved in a mixture of 11 parts by weight of 2 normal sodium hydroxide solution and 4 parts by weight of methanol and the solution is treated at 0° C. with 3.2 parts by weight of methyl iodide. The reaction mixture is then stirred at 20° C. for a further 4 hours. The reaction product crystallizes out, is filtered off, dried and recrystallized from benzene. 3.52 parts by weight of 3-methylthio-4-amino-6-tert.-bu... Reactants: ClCCl, CCN(C(C)C)C(C)C, Cl, O=C(Cl)c1cc(C(F)(F)F)cc(C(F)(F)F)c1, COC(=O)C1CCC(N)C1c1ccc(F)cc1, O. The product is COC(=O)C1CCC(NC(=O)c2cc(C(F)(F)F)cc(C(F)(F)F)c2)C1c1ccc(F)cc1. RXN SMILES: [CH2:45]([Cl:46])[Cl:47].[CH:18]([N:19]([CH2:20][CH3:21])[CH:22]([CH3:23])[CH3:24])([CH3:25])[CH3:26].[ClH:44].[F:27][C:28]([c:29]1[cH:30][c:31]([C:32](=[O:33])[Cl:34])[cH:35][c:36]([C:38]([F:39])([F:40])[F:41])[cH:37]1)([F:42])[F:43].[NH2:1][CH:2]1[CH:3]([c:11]2[cH:12][cH:13][c:14]([F:17])[cH:15][cH:16]2)[CH:4]([C:7](=[O:8])[O:9][CH3:10])[CH2:5][CH2:6]1.[OH2:48]>>[NH:1]([CH:2]1[CH:3]([c:11]2[cH:12][cH:13][c:14]([F:17])[cH:15][cH:16]2)[CH:4]([C:7](=[O:8])[O:9][CH3:10])[CH2:5][CH2:6]1)[C:32]([c:31]1[cH:30][c:29]([C:28]([F:27])([F:42])[F:43])[cH:37][c:36]([C:38]([F:39])([F:40])[F:41])[cH:35]1)=[O:33]. Reactants: C1CCOC1, COCOc1cc(C(F)(F)F)ccc1N(CC(C)(C)O)S(=O)(=O)c1ccccc1, CCOC(C)=O, Cl. Product: CC(C)(O)CN(c1ccc(C(F)(F)F)cc1O)S(=O)(=O)c1ccccc1. As a reaction SMILES: [CH2:30]1[O:31][CH2:32][CH2:33][CH2:34]1.[CH3:1][C:2]([CH2:3][N:4]([c:5]1[c:6]([O:15][CH2:16][O:17][CH3:18])[cH:7][c:8]([C:11]([F:12])([F:13])[F:14])[cH:9][cH:10]1)[S:19](=[O:20])(=[O:21])[c:22]1[cH:23][cH:24][cH:25][cH:26][cH:27]1)([OH:28])[CH3:29].[CH3:36][CH2:37][O:38][C:39](=[O:40])[CH3:41].[ClH:35]>>[CH3:1][C:2]([CH2:3][N:4]([c:5]1[c:6]([OH:15])[cH:7][c:8]([C:11]([F:12])([F:13])[F:14])[cH:9][cH:10]1)[S:19](=[O:20])(=[O:21])[c:22]1[cH:23][cH:24][cH:25][cH:26][cH:27]1)([OH:28])[CH3:29]. Reactants: OC=1C=C(CO)C=CC1 (3-hydroxybenzyl alcohol), C(=O)([O-])[O-].[K+].[K+] (K2CO3), BrCC1=C(OCC#N)C(=CC=C1)C ((2-bromomethyl-6-methyl-phenoxy)-acetonitrile). Run in CN(C)C=O (DMF), CCOCC (ether). Run at time 3 hour. Yields the product OCC=1C=C(OCC2=C(OCC#N)C(=CC=C2)C)C=CC1 ([2-(3-Hydroxymethyl-phenoxymethyl)-6-methyl-phenoxy]-acetonitrile). RXN SMILES: [OH:1][C:2]1[CH:3]=[C:4]([CH:7]=[CH:8][CH:9]=1)[CH2:5][OH:6].C([O-])([O-])=O.[K+].[K+].Br[CH2:17][C:18]1[CH:27]=[CH:26][CH:25]=[C:24]([CH3:28])[C:19]=1[O:20][CH2:21][C:22]#[N:23]>CN(C=O)C.CCOCC>[OH:6][CH2:5][C:4]1[CH:3]=[C:2]([CH:9]=[CH:8][CH:7]=1)[O:1][CH2:17][C:18]1[CH:27]=[CH:26][CH:25]=[C:24]([CH3:28])[C:19]=1[O:20][CH2:21][C:22]#[N:23] |f:1.2.3|. Procedure details: To a solution of 3-hydroxybenzyl alcohol (202 mg, 1.63 mmol) in DMF (5.4 mL) is added K2CO3 (247 mg, 1.79 mmol) and (2-bromomethyl-6-methyl-phenoxy)-acetonitrile (430 mg, 1.79 mmol, example 24). Heated resulting mixture to 60° C. and stirred for 3 hrs then cooled to room temp and diluted with ether. Washed organic layer with water, brine, dried over MgSO4 and concentrated. The residue is purified by flash chromatography (silica, 30% ethyl acetate in hexanes) to give the title compound. MS (EI) 2... Starting materials: C(C=CC)(=O)Cl (2-butenoyl chloride), COC([C@@H](NC1=C(SC=C1C)C)C)=O (2,4-dimethylthien-3-yl-alanine-methylester), C(=O)([O-])[O-].[K+].[K+] (K2CO3), O (water). Solvent: ClCCl (dichloromethane). Yields the product COC([C@@H](N(C1=C(SC=C1C)C)C(C=CC)=O)C)=O (N-(2-Butenoyl)-N-(2,4-dimethylthien-3-yl)-alanine-methylester). As a reaction SMILES: [CH3:1][O:2][C:3](=[O:14])[C@H:4]([CH3:13])[NH:5][C:6]1[C:10]([CH3:11])=[CH:9][S:8][C:7]=1[CH3:12].C([O-])([O-])=O.[K+].[K+].O.[C:22](Cl)(=[O:26])[CH:23]=[CH:24][CH3:25]>ClCCl>[CH3:1][O:2][C:3](=[O:14])[C@H:4]([CH3:13])[N:5]([C:22](=[O:26])[CH:23]=[CH:24][CH3:25])[C:6]1[C:10]([CH3:11])=[CH:9][S:8][C:7]=1[CH3:12] |f:1.2.3|. Reported procedure: To 6.39 g (0.03 mol) of N-(2,4-dimethylthien-3-yl-alanine-methylester, 4.15 g (0.03 mol) of K2CO3, 10 ml of water and 100 ml of dichloromethane are added without cooling 3.14 g (0.03 mol) 2-butenoyl chloride. Starting materials: CC(C)(C)OC(=O)C1C(C#CC(=O)OCC(F)F)C1(C)C, Cc1ccccc1, Cc1ccc(S(=O)(=O)O)cc1. The product is CC1(C)C(C#CC(=O)OCC(F)F)C1C(=O)O. As a reaction SMILES: [C:1]([CH3:2])([CH3:3])([CH3:4])[O:5][C:6](=[O:7])[CH:8]1[C:9]([CH3:20])([CH3:21])[CH:10]1[C:11]#[C:12][C:13]([O:14][CH2:15][CH:16]([F:17])[F:18])=[O:19].[CH3:33][c:34]1[cH:35][cH:36][cH:37][cH:38][cH:39]1.[c:22]1([CH3:23])[cH:24][cH:25][c:26]([S:27]([OH:28])(=[O:29])=[O:30])[cH:31][cH:32]1>>[O:5]=[C:6]([OH:7])[CH:8]1[C:9]([CH3:20])([CH3:21])[CH:10]1[C:11]#[C:12][C:13]([O:14][CH2:15][CH:16]([F:17])[F:18])=[O:19].